Dataset: the Open Reaction Database (ORD), a public repository of structured organic reaction records. Task: describe an organic reaction: reactants, conditions, products, and yield Reactants: Example 15A, C1(=CC=C(C=C1)S(=O)(=O)NCCN(CCN(CCNS(=O)(=O)C1=CC=C(C=C1)C)S(=O)(=O)C1=CC=C(C=C1)C)S(=O)(=O)C1=CC=C(C=C1)C)C (1,4,7,10-tetra(p-toluenesulfonyl)-1,4,7,10-tetraazadecane), CN(CCCl)CCCl (N-methylbis(2-chloroethyl)amine), Example 15B, [H-].[Na+] (sodium hydride). Run in CN(C)C=O (DMF), CN(C)C=O (DMF). Reaction conditions: temperature 100 celsius, time 30 minute. Yields the product CN1CCN(CCN(CCN(CCN(CC1)S(=O)(=O)C1=CC=C(C=C1)C)S(=O)(=O)C1=CC=C(C=C1)C)S(=O)(=O)C1=CC=C(C=C1)C)S(=O)(=O)C1=CC=C(C=C1)C (1-Methyl-4,7,10,13-tetra(p-toluenesulfonyl)-1,4,7,10,13-pentaazacyclopentadecane). Isolated yield 85.0%. Reaction SMILES: [C:1]1([CH3:50])[CH:6]=[CH:5][C:4]([S:7]([NH:10][CH2:11][CH2:12][N:13]([S:40]([C:43]2[CH:48]=[CH:47][C:46]([CH3:49])=[CH:45][CH:44]=2)(=[O:42])=[O:41])[CH2:14][CH2:15][N:16]([S:30]([C:33]2[CH:38]=[CH:37][C:36]([CH3:39])=[CH:35][CH:34]=2)(=[O:32])=[O:31])[CH2:17][CH2:18][NH:19][S:20]([C:23]2[CH:28]=[CH:27][C:26]([CH3:29])=[CH:25][CH:24]=2)(=[O:22])=[O:21])(=[O:9])=[O:8])=[CH:3][CH:2]=1.[H-].[Na+].[CH3:53][N:54]([CH2:58][CH2:59]Cl)[CH2:55][CH2:56]Cl>CN(C=O)C>[CH3:53][N:54]1[CH2:58][CH2:59][N:19]([S:20]([C:23]2[CH:28]=[CH:27][C:26]([CH3:29])=[CH:25][CH:24]=2)(=[O:22])=[O:21])[CH2:18][CH2:17][N:16]([S:30]([C:33]2[CH:38]=[CH:37][C:36]([CH3:39])=[CH:35][CH:34]=2)(=[O:31])=[O:32])[CH2:15][CH2:14][N:13]([S:40]([C:43]2[CH:48]=[CH:47][C:46]([CH3:49])=[CH:45][CH:44]=2)(=[O:41])=[O:42])[CH2:12][CH2:11][N:10]([S:7]([C:4]2[CH:5]=[CH:6][C:1]([CH3:50])=[CH:2][CH:3]=2)(=[O:8])=[O:9])[CH2:56][CH2:55]1 |f:1.2|. Reported procedure: To a stirred solution of 1,4,7,10-tetra(p-toluenesulfonyl)-1,4,7,10-tetraazadecane prepared as in Example 15B (66.5 g, 0.0872 mole) in anhydrous DMF (1 l) was added sodium hydride (5.22 g-80% in mineral oil, 0.174 mole) in portions under a dry nitrogen blanket. The resulting mixture was stirred for 30 minutes under a dry argon atmosphere. The solution was then heated to 100° C. and a solution of N-methylbis(2-chloroethyl)amine freshly prepared as in Example 15A (13.6 g, 0.0872 mole) in anhydrous... The reactants are Cl.FC(C(CC(=O)O)N)F (4,4-difluoro-3-amino-butanoic acid, hydrochloride), C(=O)([O-])OC(=O)[O-] (dicarbonate), C([O-])(O)=O.[Na+] (sodium bicarbonate), O1CCCC1 (tetrahydrofuran), [Cl-].[Na+] (sodium chloride). Solvent: O (water). Product: FC(C(CC(=O)O)NC(=O)OC(C)(C)C)F (4,4-Difluoro-3-tert.-butoxycarbonylamino-butanoic acid). Reaction SMILES: Cl.[F:2][CH:3]([F:10])[CH:4]([NH2:9])[CH2:5][C:6]([OH:8])=[O:7].[C:11](OC([O-])=O)([O-])=O.[C:18](=[O:21])(O)[O-:19].[Na+].[Cl-].[Na+].O1[CH2:29][CH2:28][CH2:27]C1>O>[F:2][CH:3]([F:10])[CH:4]([NH:9][C:18]([O:19][C:28]([CH3:27])([CH3:29])[CH3:11])=[O:21])[CH2:5][C:6]([OH:8])=[O:7] |f:0.1,3.4,5.6|. Reported procedure: A mixture of 4,4-difluoro-3-amino-butanoic acid, hydrochloride prepared as in Step C (0.702 g, 4 mM), ditertiobutyl dicarbonate (0.916 g, 4.2 mM), sodium bicarbonate (0.336 g, 4 mM) in tetrahydrofuran and water (6 ml of a 1:1 mixture) is heated at reflux for 48 hours. The resulting solution is saturated with sodium chloride and extracted three times with chloroform. The organic phase is dried over anhydrous magnesium sulfate, and the solvent evaporated in vacuo yielding a colorless oil. The reactants are OC1=C(C=O)C=CC(=C1)O (2,4-dihydroxyl benzaldehyde), C(C)(C)(C)C(C(=O)O)C(=O)O (tert-butyl malonic acid). The product is C(C)(C)(C)OC(=O)C=1C(OC2=CC(=CC=C2C1)O)=O (7-hydroxyl-3-coumarin formic acid tert-butyl ester). Reaction SMILES: [OH:1][C:2]1[CH:9]=[C:8]([OH:10])[CH:7]=[CH:6][C:3]=1[CH:4]=O.C([CH:15]([C:19]([OH:21])=[O:20])[C:16]([OH:18])=O)(C)(C)C>>[C:3]([O:21][C:19]([C:15]1[C:16](=[O:18])[O:1][C:2]2[C:3]([CH:4]=1)=[CH:6][CH:7]=[C:8]([OH:10])[CH:9]=2)=[O:20])([CH3:6])([CH3:4])[CH3:2]. Procedure details: 2,4-dihydroxyl benzaldehyde and tert-butyl malonic acid are reacted to obtain 7-hydroxyl-3-coumarin formic acid tert-butyl ester, which in turn is Mitsunobu condensed with 2-(5-methyl-2-phenyl-4-oxazole)ethanol to obtain the compound 17. The solvents used in Mitsunobu reaction are the anhydrous inert solvents, such as anhydrous tetrahydrofuran, anhydrous dioxane, anhydrous benzene, anhydrous ether, chloroform, dichloromethane or the like, and the anhydrous tetrahydrofuran is preferable. The reac... The product is Cc1nc2ccc(N3CCCCC3)cc2c(N2CCOCC2)c1S(C)(=O)=O. The reactants are Cc1nc2ccc(Br)cc2c(N2CCOCC2)c1S(C)(=O)=O, O=C([O-])[O-], CC(C)(C)O, C1CCNCC1, CCCCCCC, ClC(Cl)Cl, CC(C)c1cc(C(C)C)c(-c2ccccc2P(C2CCCCC2)C2CCCCC2)c(C(C)C)c1, [Cs+], [Cs+], O=C(C=Cc1ccccc1)C=Cc1ccccc1, O=C(C=Cc1ccccc1)C=Cc1ccccc1, O=C(C=Cc1ccccc1)C=Cc1ccccc1, [Pd], [Pd]. As a reaction SMILES: [Br:41][c:42]1[cH:43][c:44]2[c:45]([N:57]3[CH2:58][CH2:59][O:60][CH2:61][CH2:62]3)[c:46]([S:53](=[O:54])(=[O:55])[CH3:56])[c:47]([CH3:52])[n:48][c:49]2[cH:50][cH:51]1.[C:35](=[O:36])([O-:37])[O-:38].[C:69]([OH:70])([CH3:71])([CH3:72])[CH3:73].[CH2:63]1[CH2:64][CH2:65][NH:66][CH2:67][CH2:68]1.[CH3:74][CH2:75][CH2:76][CH2:77][CH2:78][CH2:79][CH3:80].[CH:137]([Cl:138])([Cl:139])[Cl:140].[CH:1]1([P:2]([CH:3]2[CH2:4][CH2:5][CH2:6][CH2:7][CH2:8]2)[c:9]2[cH:10][cH:11][cH:12][cH:13][c:14]2-[c:15]2[c:16]([CH:17]([CH3:18])[CH3:19])[cH:20][c:21]([CH:22]([CH3:23])[CH3:24])[cH:25][c:26]2[CH:27]([CH3:28])[CH3:29])[CH2:30][CH2:31][CH2:32][CH2:33][CH2:34]1.[Cs+:39].[Cs+:40].[O:101]=[C:102]([CH:103]=[CH:104][c:105]1[cH:106][cH:107][cH:108][cH:109][cH:110]1)[CH:111]=[CH:112][c:113]1[cH:114][cH:115][cH:116][cH:117][cH:118]1.[O:119]=[C:120]([CH:121]=[CH:122][c:123]1[cH:124][cH:125][cH:126][cH:127][cH:128]1)[CH:129]=[CH:130][c:131]1[cH:132][cH:133][cH:134][cH:135][cH:136]1.[O:83]=[C:84]([CH:85]=[CH:86][c:87]1[cH:88][cH:89][cH:90][cH:91][cH:92]1)[CH:93]=[CH:94][c:95]1[cH:96][cH:97][cH:98][cH:99][cH:100]1.[Pd:81].[Pd:82]>>[c:42]1([N:66]2[CH2:65][CH2:64][CH2:63][CH2:68][CH2:67]2)[cH:43][c:44]2[c:45]([N:57]3[CH2:58][CH2:59][O:60][CH2:61][CH2:62]3)[c:46]([S:53](=[O:54])(=[O:55])[CH3:56])[c:47]([CH3:52])[n:48][c:49]2[cH:50][cH:51]1. Reactants: CS(=O)(=O)OCCC=1C=CC=C2C=CNC12 (7-(2-(methanesulfonyloxy)eth-1-yl)indole), C(O)CN (ethanolamine). The solvent is C(C)(=O)OCC (ethyl acetate), C(C)O (ethanol). The product is OCCNCCC=1C=CC=C2C=CNC12 (7-(2-(N-[2-hydroxyeth-1-yl]amino)eth-1-yl)indole). Isolated yield 84.6%. As a reaction SMILES: CS(O[CH2:6][CH2:7][C:8]1[CH:9]=[CH:10][CH:11]=[C:12]2[C:16]=1[NH:15][CH:14]=[CH:13]2)(=O)=O.[CH2:17]([CH2:19][NH2:20])[OH:18]>C(O)C.C(OCC)(=O)C>[OH:18][CH2:17][CH2:19][NH:20][CH2:6][CH2:7][C:8]1[CH:9]=[CH:10][CH:11]=[C:12]2[C:16]=1[NH:15][CH:14]=[CH:13]2. Procedure details: To a solution of 7-(2-(methanesulfonyloxy)eth-1-yl)indole (0.79 g, 3.3 mmol) in ethanol (50 mL) was added ethanolamine (5 mL, 82 mmol) and the reaction stirred at reflux overnight. The reaction was diluted with ethyl acetate (150 mL) and washed with water (3×50 mL), saturated aqueous sodium chloride (2×50 mL) and dried over sodium sulfate, filtered and concentrated under reduced pressure to provide 0.57 g (85%) 7-(2-(N-[2-hydroxyeth-1-yl]amino)eth-1-yl)indole as a light-brown solid. Reactants: ClC1=C(C#N)C=C(C(=N1)C1=C(C=C(C=C1)Cl)Cl)C1=CC=C(C=C1)C (2-Chloro-6-(2,4-dichlorophenyl)-5-(4-methylphenyl)nicotinonitrile), N1CCCCC1 (piperidine). Run in C1(=CC=CC=C1)C (toluene). Conditions: temperature 100 celsius, time 16 hour. Yields the product ClC1=C(C=CC(=C1)Cl)C1=NC(=C(C#N)C=C1C1=CC=C(C=C1)C)N1CCCCC1 (6-(2,4-Dichlorophenyl)-5-(4-methylphenyl)-2-piperidin-1-ylnicotinonitrile). As a reaction SMILES: Cl[C:2]1[N:9]=[C:8]([C:10]2[CH:15]=[CH:14][C:13]([Cl:16])=[CH:12][C:11]=2[Cl:17])[C:7]([C:18]2[CH:23]=[CH:22][C:21]([CH3:24])=[CH:20][CH:19]=2)=[CH:6][C:3]=1[C:4]#[N:5].[NH:25]1[CH2:30][CH2:29][CH2:28][CH2:27][CH2:26]1>C1(C)C=CC=CC=1>[Cl:17][C:11]1[CH:12]=[C:13]([Cl:16])[CH:14]=[CH:15][C:10]=1[C:8]1[C:7]([C:18]2[CH:19]=[CH:20][C:21]([CH3:24])=[CH:22][CH:23]=2)=[CH:6][C:3]([C:4]#[N:5])=[C:2]([N:25]2[CH2:30][CH2:29][CH2:28][CH2:27][CH2:26]2)[N:9]=1. Procedure: To an oven-dried round bottom flask fitted with a rubber septa was added toluene (1 mL), the product of Step D of Example 114 (0.050 g; 0.134 mmol) and piperidine (0.070 mL; 0.670 mmol). The sealed reaction mixture was heated at 100° C. and stirred for 16 hours. The reaction mixture was allowed to cool to room temperature, then it was partitioned between ethyl acetate and saturated NaHCO3 solution. The organic portion was separated and washed with more saturated NaHCO3 solution (2×), brine, drie... Starting materials: NC=1SC(=C(C1C(=O)N)C)C1=CC=CC=C1 (2-amino-4-methyl-5-phenyl-3-thiophencarboxamide), [N-]=C=O.[Na+] (sodium isocyanate). Run in O (water), C(C)(=O)O (acetic acid), O (water). Run at time 4 hour. Product: NC(=O)NC=1SC(=C(C1C(=O)N)C)C1=CC=CC=C1 (2-[(Aminocarbonyl)amino]-4-methyl-5-phenyl-3-thiophenecarboxamide). Isolated yield 14.1%. Reaction SMILES: [NH2:1][C:2]1[S:3][C:4]([C:11]2[CH:16]=[CH:15][CH:14]=[CH:13][CH:12]=2)=[C:5]([CH3:10])[C:6]=1[C:7]([NH2:9])=[O:8].[N-:17]=[C:18]=[O:19].[Na+]>C(O)(=O)C.O>[NH2:17][C:18]([NH:1][C:2]1[S:3][C:4]([C:11]2[CH:16]=[CH:15][CH:14]=[CH:13][CH:12]=2)=[C:5]([CH3:10])[C:6]=1[C:7]([NH2:9])=[O:8])=[O:19] |f:1.2|. Reported procedure: To a mixture of 2-amino-4-methyl-5-phenyl-3-thiophencarboxamide (0.18 g) in glacial acetic acid (5 mL) and water (0.5 mL) was added sodium isocyanate (101 mg). The resulting solution was stirred at room temperature for 4 h and then poured into water. The precipitate was filtered off and washed with more water. The product was chromatographed on silica gel eluting with dichloromethane/methanol mixtures to give the title product as a solid (30 mg). Reactants: CNC, CC(C)(C)OC(=O)N1CC(COS(C)(=O)=O)C1, CO, C1CCOC1. Yields the product CN(C)CC1CN(C(=O)OC(C)(C)C)C1. RXN SMILES: [CH3:18][NH:19][CH3:20].[CH3:1][S:2]([O:3][CH2:6][CH:7]1[CH2:8][N:9]([C:11](=[O:12])[O:13][C:14]([CH3:15])([CH3:16])[CH3:17])[CH2:10]1)(=[O:4])=[O:5].[CH3:21][OH:22].[O:23]1[CH2:24][CH2:25][CH2:26][CH2:27]1>>[CH2:6]([CH:7]1[CH2:8][N:9]([C:11](=[O:12])[O:13][C:14]([CH3:15])([CH3:16])[CH3:17])[CH2:10]1)[N:19]([CH3:18])[CH3:20]. The reactants are [Cl-].[Al+3].[Cl-].[Cl-] (aluminum chloride), [N+](=O)([O-])C1=CC=C(C(=O)Cl)C=C1 (paranitrobenzoyl chloride), C1(=CC=CC=C1)CCCCCCC1=CC=CC=C1 (1,6-diphenylhexane). Run in ice water, ClCCCl (1,2-dichloroethane), ClCCCl (1,2-dichloroethane). Reaction conditions: time 3 hour. Product: [N+](=O)([O-])C1=CC=C(C(=O)C2=CC=C(C=C2)CCCCCCC2=CC=C(C=C2)C(C2=CC=C(C=C2)[N+](=O)[O-])=O)C=C1 (1,6-bis(4-(4-nitrobenzoyl)phenyl)hexane). Yield: 105.4%. As a reaction SMILES: [Cl-].[Al+3].[Cl-].[Cl-].[N+:5]([C:8]1[CH:16]=[CH:15][C:11]([C:12](Cl)=[O:13])=[CH:10][CH:9]=1)([O-:7])=[O:6].[C:17]1([CH2:23][CH2:24][CH2:25][CH2:26][CH2:27][CH2:28][C:29]2[CH:34]=[CH:33][CH:32]=[CH:31][CH:30]=2)[CH:22]=[CH:21][CH:20]=[CH:19][CH:18]=1>ClCCCl>[N+:5]([C:8]1[CH:16]=[CH:15][C:11]([C:12]([C:20]2[CH:21]=[CH:22][C:17]([CH2:23][CH2:24][CH2:25][CH2:26][CH2:27][CH2:28][C:29]3[CH:30]=[CH:31][C:32]([C:12](=[O:13])[C:11]4[CH:10]=[CH:9][C:8]([N+:5]([O-:7])=[O:6])=[CH:16][CH:15]=4)=[CH:33][CH:34]=3)=[CH:18][CH:19]=2)=[O:13])=[CH:10][CH:9]=1)([O-:7])=[O:6] |f:0.1.2.3|. Procedure: In a 1-liter three-necked flask equipped with a stirring device, a thermometer and a nitrogen substituting device, 33.3 g of aluminum chloride and 200 milliliters of 1,2-dichloroethane were mixed and then 40.8 g of paranitrobenzoyl chloride was introduced with ice cooling to be dissolved. Then, a solution of 23.6 g of 1,6-diphenylhexane in 50 milliliters of 1,2-dichloroethane was added dropwise for 30 minutes. After the end of the dropwise adding, the solution was stirred for 3 hours with warmin... Reactants: C(C)(=O)OCC (ethyl acetate), dimethyl, OC1=CC=C2N=C3C=CC(C=C3C(C2=C1)(C)C)=O (7-Hydroxy-9,9-dimethyl-9H-acridin-2-one), S(=O)(=O)(C1=CC=C(C)C=C1)N[C@@H](C)C(=O)Cl (N-Tosyl-L-Alaniny1 Chloride), N1=CC=CC=C1 (pyridine). Solvent: O1CCCC1 (tetrahydrofuran). The product is S(=O)(=O)(C1=CC=C(C)C=C1)N[C@@H](C)C(=O)OC1=CC=C2N=C3C=CC(C=C3C(C2=C1)(C)C)=O (7-(N-Tosyl-L-alaninyloxy)-9,9-dimethyl-9H-acridin-2-one). RXN SMILES: [OH:1][C:2]1[CH:15]=[C:14]2[C:5]([N:6]=[C:7]3[C:12]([C:13]2([CH3:17])[CH3:16])=[CH:11][C:10](=[O:18])[CH:9]=[CH:8]3)=[CH:4][CH:3]=1.[S:19]([NH:29][C@H:30]([C:32](Cl)=[O:33])[CH3:31])([C:22]1[CH:28]=[CH:27][C:25]([CH3:26])=[CH:24][CH:23]=1)(=[O:21])=[O:20].N1C=CC=CC=1.C(OCC)(=O)C>O1CCCC1>[S:19]([NH:29][C@H:30]([C:32]([O:1][C:2]1[CH:15]=[C:14]2[C:5]([N:6]=[C:7]3[C:12]([C:13]2([CH3:16])[CH3:17])=[CH:11][C:10](=[O:18])[CH:9]=[CH:8]3)=[CH:4][CH:3]=1)=[O:33])[CH3:31])([C:22]1[CH:23]=[CH:24][C:25]([CH3:26])=[CH:27][CH:28]=1)(=[O:20])=[O:21]. Procedure: A solution of the dimethyl chromogen (20) prepared according to Example 2 (38 mg; 0.16 mmol) in anhydrous tetrahydrofuran (3.2 mL) was stirred at ambient temperature and treated portionwise, over 1.5 hours, with N-tosyl-L-alaninyl chloride (35) from step (a) of the present example (243 mg; 0.93 mmol) and anhydrous pyridine (280 μL) while maintaining an inert gas atmosphere over the reaction. Once the addition was complete, the reaction was stirred for an additional hour then blended into ethyl a...